Dataset: the Open Reaction Database (ORD), a public repository of structured organic reaction records. Task: describe an organic reaction: reactants, conditions, products, and yield The reactants are ClC(Cl)Cl, CSc1nc2cc(Oc3ccc(Cl)cc3Cl)c(Cl)cc2[nH]1, O=C(OO)c1cccc(Cl)c1, [Na+], O=S([O-])O. Reaction SMILES: [CH:38]([Cl:39])([Cl:40])[Cl:41].[Cl:12][c:13]1[cH:14][c:15]2[c:16]([n:17][c:18]([S:20][CH3:21])[nH:19]2)[cH:22][c:23]1[O:24][c:25]1[c:26]([Cl:32])[cH:27][c:28]([Cl:31])[cH:29][cH:30]1.[Cl:1][c:2]1[cH:3][cH:4][cH:5][c:6]([C:7]([O:8][OH:10])=[O:9])[cH:11]1.[Na+:37].[S:33](=[O:34])([OH:35])[O-:36]>>[O:9]=[S:20]([c:18]1[n:17][c:16]2[c:15]([cH:14][c:13]([Cl:12])[c:23]([O:24][c:25]3[c:26]([Cl:32])[cH:27][c:28]([Cl:31])[cH:29][cH:30]3)[cH:22]2)[nH:19]1)[CH3:21]. Product: CS(=O)c1nc2cc(Oc3ccc(Cl)cc3Cl)c(Cl)cc2[nH]1.